From a dataset of the Open Reaction Database (ORD), a public repository of structured organic reaction records. describe an organic reaction: reactants, conditions, products, and yield Starting materials: C[O-], CO, ClCC1CO1, [Na+], Oc1cccc2c1CCC(O)C2. The product is OC1CCc2c(cccc2OCC2CO2)C1. Reaction SMILES: [CH3:13][O-:14].[CH3:21][OH:22].[Cl:16][CH2:17][CH:18]1[CH2:19][O:20]1.[Na+:15].[c:1]1([OH:12])[cH:2][cH:3][cH:4][c:5]2[c:10]1[CH2:9][CH2:8][CH:7]([OH:11])[CH2:6]2>>[c:1]1([O:12][CH2:17][CH:18]2[CH2:19][O:20]2)[cH:2][cH:3][cH:4][c:5]2[c:10]1[CH2:9][CH2:8][CH:7]([OH:11])[CH2:6]2. Reactants: C1(CC1)C(CC(=O)OCC)C1=NC=NC(=C1)NCC1=NC(=C(C=C1)C1=C(C=CC(=C1)OC)F)OCC(C)C (ethyl 3-cyclopropyl-3-(6-(((5-(2-fluoro-5-methoxyphenyl)-6-isobutoxypyridin-2-yl)methyl)amino)pyrimidin-4-yl)propanoate), [OH-].[Na+] (sodium hydroxide), Cl (Hydrochloric acid). The solvent is CO (methanol). Reaction conditions: temperature 50 celsius, time 15 hour. Product: C1(CC1)C(CC(=O)O)C1=NC=NC(=C1)NCC1=NC(=C(C=C1)C1=C(C=CC(=C1)OC)F)OCC(C)C (3-cyclopropyl-3-(6-(((5-(2-fluoro-5-methoxyphenyl)-6-isobutoxypyridin-2-yl)methyl)amino)pyrimidin-4-yl)propanoic acid). Yield: 82.9%. RXN SMILES: [CH:1]1([CH:4]([C:11]2[CH:16]=[C:15]([NH:17][CH2:18][C:19]3[CH:24]=[CH:23][C:22]([C:25]4[CH:30]=[C:29]([O:31][CH3:32])[CH:28]=[CH:27][C:26]=4[F:33])=[C:21]([O:34][CH2:35][CH:36]([CH3:38])[CH3:37])[N:20]=3)[N:14]=[CH:13][N:12]=2)[CH2:5][C:6]([O:8]CC)=[O:7])[CH2:3][CH2:2]1.[OH-].[Na+].Cl>CO>[CH:1]1([CH:4]([C:11]2[CH:16]=[C:15]([NH:17][CH2:18][C:19]3[CH:24]=[CH:23][C:22]([C:25]4[CH:30]=[C:29]([O:31][CH3:32])[CH:28]=[CH:27][C:26]=4[F:33])=[C:21]([O:34][CH2:35][CH:36]([CH3:38])[CH3:37])[N:20]=3)[N:14]=[CH:13][N:12]=2)[CH2:5][C:6]([OH:8])=[O:7])[CH2:2][CH2:3]1 |f:1.2|. Procedure details: To a solution of ethyl 3-cyclopropyl-3-(6-(((5-(2-fluoro-5-methoxyphenyl)-6-isobutoxypyridin-2-yl)methyl)amino)pyrimidin-4-yl)propanoate (65 mg) in methanol (5.0 mL) was added 1N aqueous sodium hydroxide solution (0.37 mL), and the mixture was stirred at 50° C. for 15 hr. 1N Hydrochloric acid was added, and the reaction mixture was extracted with ethyl acetate. The extract was washed with saturated brine, and dried over anhydrous sodium sulfate. The solvent was evaporated under reduced pressure,... The reactants are O=C(O)Cc1ccc2occ(-c3ccc(C(=O)O)cc3)c2c1, CC#N, O=[N+]([O-])O, O=[N+]([O-])[N+](=O)[O-], O. RXN SMILES: [C:1](=[O:2])([OH:3])[c:4]1[cH:5][cH:6][c:7](-[c:10]2[cH:11][o:12][c:13]3[c:14]2[cH:15][c:16]([CH2:19][C:20](=[O:21])[OH:22])[cH:17][cH:18]3)[cH:8][cH:9]1.[CH3:34][C:35]#[N:36].[N+:24](=[O:25])([OH:26])[O-:27].[O-:28][N+:29]([N+:30](=[O:31])[O-:32])=[O:33].[OH2:23]>>[C:1](=[O:2])([OH:3])[c:4]1[cH:5][cH:6][c:7](-[c:10]2[c:11]([N+:24](=[O:25])[O-:26])[o:12][c:13]3[c:14]2[cH:15][c:16]([CH2:19][C:20](=[O:21])[OH:22])[cH:17][cH:18]3)[cH:8][cH:9]1. Product: O=C(O)Cc1ccc2oc([N+](=O)[O-])c(-c3ccc(C(=O)O)cc3)c2c1. The reactants are C(C=CC1=CC=CC=C1)Cl (cinnamyl chloride), CNCCO (2-methylaminoethanol), O (water). Solvent: C(C)O (ethanol). The product is CN(C\C=C\C1=CC=CC=C1)CCO (2-[N-methyl-N-(3-phenyl-2(E)-propenyl)amino]ethanol). As a reaction SMILES: [CH2:1](Cl)[CH:2]=[CH:3][C:4]1[CH:9]=[CH:8][CH:7]=[CH:6][CH:5]=1.[CH3:11][NH:12][CH2:13][CH2:14][OH:15].O>C(O)C>[CH3:11][N:12]([CH2:13][CH2:14][OH:15])[CH2:1]/[CH:2]=[CH:3]/[C:4]1[CH:9]=[CH:8][CH:7]=[CH:6][CH:5]=1. Reported procedure: 12.5 Grams of cinnamyl chloride and 21 g of 2-methylaminoethanol were dissolved in 100 ml of ethanol, and the solution was refluxed for 5 hours. The solvent was removed by evaporation, to the residue thus obtained was added water and washed with n-hexane. To the water layer was added 3N-sodium hydroxide aqueous solution to adjust its pH to 10-11, and extracted with ether. The ether extract was washed with water and dried with anhydrous sodium sulfate, and the solvent was removed by evaporation. ... Reactants: C(CC=C)C1=CC=C(C=C1)C1=CC=CC=C1 (4-(3-butenyl)-1,1'-biphenyl), C([O-])([O-])=O.[K+].[K+] (potassium carbonate), 88, ClC=1C=C(C=CC1)C(=O)OO (3-chlorobenzeneperoxoic acid). Solvent: ClCCl (dichloromethane). Product: 63.5, C1(=CC=C(C=C1)CCC1OC1)C1=CC=CC=C1 ([2-([1,1'-biphenyl]-4-yl)ethyl]oxirane). Isolated yield 70.9%. Reaction SMILES: ClC1C=C(C(OO)=[O:9])C=CC=1.[CH2:12]([C:16]1[CH:21]=[CH:20][C:19]([C:22]2[CH:27]=[CH:26][CH:25]=[CH:24][CH:23]=2)=[CH:18][CH:17]=1)[CH2:13][CH:14]=[CH2:15].C(=O)([O-])[O-].[K+].[K+]>ClCCl>[C:19]1([C:22]2[CH:27]=[CH:26][CH:25]=[CH:24][CH:23]=2)[CH:20]=[CH:21][C:16]([CH2:12][CH2:13][CH:14]2[CH2:15][O:9]2)=[CH:17][CH:18]=1 |f:2.3.4|. Procedure details: To a stirred mixture of 88 parts of 3-chlorobenzeneperoxoic acid and 650 parts of dichloromethane are added dropwise 60 parts of 4-(3-butenyl)-1,1'-biphenyl. Upon completion, stirring is continued over week-end at room temperature. Then there are added dropwise 50 parts of a potassium carbonate solution. The organic phase is separated, washed with a sodium bisulfite solution and with water, dried, filtered and evaporated, yielding 63.5 parts (70.87%) of [2-([1,1'-biphenyl]-4-yl)ethyl]oxirane as ...